Dataset: the Open Reaction Database (ORD), a public repository of structured organic reaction records. Task: describe an organic reaction: reactants, conditions, products, and yield Reaction SMILES: [C:1]([C:4]1[CH:5]=[C:6]([N:10]=[P:11]([C:24]2[CH:29]=[CH:28][CH:27]=[CH:26][CH:25]=2)([C:18]2[CH:23]=[CH:22][CH:21]=[CH:20][CH:19]=2)[C:12]2[CH:17]=[CH:16][CH:15]=[CH:14][CH:13]=2)[CH:7]=[CH:8][CH:9]=1)(=[O:3])[CH3:2].[CH3:30][I:31]>C1C=CC=CC=1>[I-:31].[CH3:30][N:10]([P+:11]([C:12]1[CH:17]=[CH:16][CH:15]=[CH:14][CH:13]=1)([C:18]1[CH:19]=[CH:20][CH:21]=[CH:22][CH:23]=1)[C:24]1[CH:29]=[CH:28][CH:27]=[CH:26][CH:25]=1)[C:6]1[CH:7]=[CH:8][CH:9]=[C:4]([C:1](=[O:3])[CH3:2])[CH:5]=1 |f:3.4|. Procedure: A solution of 140.2 gm of 3-acetylphenyliminotriphenyl phosphorane and 56.9 gm of methyl iodide in 525 ml of dry benzene was refluxed for 8 hours in an atmosphere of nitrogen. The mixture was cooled, and the precipitate was filtered off, washed with benzene and dried, yielding 120 gm of the title compound, m.p. 178°-180° C. Starting materials: C(C)(=O)C=1C=C(C=CC1)N=P(C1=CC=CC=C1)(C1=CC=CC=C1)C1=CC=CC=C1 (3-acetylphenyliminotriphenyl phosphorane), CI (methyl iodide). Product: [I-].CN(C1=CC(=CC=C1)C(C)=O)[P+](C1=CC=CC=C1)(C1=CC=CC=C1)C1=CC=CC=C1 ([N-Methyl-N-(3-acetyl-phenyl)-amino]-triphenyl phosphonium iodide). Solvent: C1=CC=CC=C1 (benzene). The yield is 63.0%. Starting materials: ClC=1C(=NC=NC1Cl)N (5,6-dichloropyrimidin-4-amine), NC=1C=C(C=CC1)O (3-aminophenol), FC(OC=1C=C(C=CC1)B(O)O)(F)F ((3-(trifluoromethoxy)phenyl)boronic acid), C(C=C)(=O)Cl (acryloyl chloride). The product is NC1=C(C(=NC=N1)OC=1C=C(C=CC1)NC(C=C)=O)C1=CC(=CC=C1)OC(F)(F)F (N-(3-((6-amino-5-(3-(trifluoromethoxy)phenyl)pyrimidin-4-yl)oxy)phenyl)acrylamide). As a reaction SMILES: Cl[C:2]1[C:3]([NH2:9])=[N:4][CH:5]=[N:6][C:7]=1Cl.[NH2:10][C:11]1[CH:12]=[C:13]([OH:17])[CH:14]=[CH:15][CH:16]=1.[F:18][C:19]([F:31])([F:30])[O:20][C:21]1[CH:22]=[C:23](B(O)O)[CH:24]=[CH:25][CH:26]=1.[C:32](Cl)(=[O:35])[CH:33]=[CH2:34]>>[NH2:9][C:3]1[N:4]=[CH:5][N:6]=[C:7]([O:17][C:13]2[CH:12]=[C:11]([NH:10][C:32](=[O:35])[CH:33]=[CH2:34])[CH:16]=[CH:15][CH:14]=2)[C:2]=1[C:25]1[CH:24]=[CH:23][CH:22]=[C:21]([O:20][C:19]([F:31])([F:30])[F:18])[CH:26]=1. Reported procedure: N-(3-((6-amino-5-(3-(trifluoromethoxy)phenyl)pyrimidin-4-yl)oxy)phenyl)acrylamide was prepared from 5,6-dichloropyrimidin-4-amine, 3-aminophenol, (3-(trifluoromethoxy)phenyl)boronic acid, and acryloyl chloride using methods A, C, and F. HPLC: 100%. MS: m/z=417 [M+H]+. 1H-NMR (DMSO-D6) δ 10.22 (s, 1H), 8.09 (s, 1H), 7.59 (t, 1H), 7.48-7.44 (m, 2H), 7.39-7.36 (m, 3H), 7.28 (t, 1H), 6.95-6.55 (m, 3H), 6.39 (dd, 1H), 6.23 (d, 1H), 5.75 (d, 1H). Reactants: CCCCO, COC(=O)C1CCC(Oc2cccc(C#N)c2)CC1, NN, O. Yields the product N#Cc1cccc(OC2CCC(C(=O)NN)CC2)c1. Reaction SMILES: [CH2:23]([OH:24])[CH2:25][CH2:26][CH3:27].[CH3:1][O:2][C:3](=[O:4])[CH:5]1[CH2:6][CH2:7][CH:8]([O:11][c:12]2[cH:13][c:14]([C:18]#[N:19])[cH:15][cH:16][cH:17]2)[CH2:9][CH2:10]1.[NH2:21][NH2:22].[OH2:20]>>[O:2]=[C:3]([CH:5]1[CH2:6][CH2:7][CH:8]([O:11][c:12]2[cH:13][c:14]([C:18]#[N:19])[cH:15][cH:16][cH:17]2)[CH2:9][CH2:10]1)[NH:21][NH2:22]. The reactants are OC=1C=C(C=CC1)C=1SC=C(N1)C(=O)OC (Methyl 2-(3-hydroxyphenyl)thiazole-4-carboxylate), BrCCCCCOC1OCCCC1 (2-(5-bromopentyloxy)tetrahydro-2H-pyran), C([O-])([O-])=O.[K+].[K+] (potassium carbonate). Solvent: CN(C)C=O (DMF). Run at temperature 70 celsius, time 4 hour. The product is O1C(CCCC1)OCCCCCOC=1C=C(C=CC1)C=1SC=C(N1)C(=O)OC (Methyl 2-(3-(5-(tetrahydro-2H-pyran-2-yloxy)pentyloxy)phenyl)thiazole-4-carboxylate). RXN SMILES: [OH:1][C:2]1[CH:3]=[C:4]([C:8]2[S:9][CH:10]=[C:11]([C:13]([O:15][CH3:16])=[O:14])[N:12]=2)[CH:5]=[CH:6][CH:7]=1.Br[CH2:18][CH2:19][CH2:20][CH2:21][CH2:22][O:23][CH:24]1[CH2:29][CH2:28][CH2:27][CH2:26][O:25]1.C(=O)([O-])[O-].[K+].[K+]>CN(C=O)C>[O:25]1[CH2:26][CH2:27][CH2:28][CH2:29][CH:24]1[O:23][CH2:22][CH2:21][CH2:20][CH2:19][CH2:18][O:1][C:2]1[CH:3]=[C:4]([C:8]2[S:9][CH:10]=[C:11]([C:13]([O:15][CH3:16])=[O:14])[N:12]=2)[CH:5]=[CH:6][CH:7]=1 |f:2.3.4|. Procedure: To a solution of methyl 2-(3-hydroxyphenyl)thiazole-4-carboxylate (24), (223 mg, 0.95 mmol, 1 eq.) and 2-(5-bromopentyloxy)tetrahydro-2H-pyran (357 mg, 1.42 mmol, 1.5 eq) in DMF (3 mL) was added powdered potassium carbonate (392 mg, 2.84 mmol, 3.0 eq.) The mixture was stirred vigorously for 4 h at 70° C., then concentrated in vacuo. The residue was diluted with ethyl acetate, washed with NaH2PO4 buffer (pH 5, 1M) and brine, dried over anhydrous sodium sulfate and concentrated in vacuo. The crude... The product is Cl.N12C[C@@H](C(CC1)CC2)NC(=O)C=2SC1=C(C2)C=CC=C1C1=CC=C(C=C1)CO (N-[(3R)-1-Azabicyclo[2.2.2]oct-3-yl]-7-[4-(hydroxymethyl)phenyl]-1-benzothiophene-2-carboxamide hydrochloride). Procedure: 60 mg (0.15 mmol) of N-[(3R)-1-azabicyclo[2.2.2]oct-3-yl]-7-bromo-1-benzothiophene-2-carboxamide hydrochloride (Example 8A) and 22.7 mg (0.15 mmol) of 4-(hydroxymethyl)phenylboronic acid are introduced into 1 ml of DMF. Addition of 0.22 ml of 2 M aqueous sodium carbonate solution and 6.1 mg (0.01 mmol) of PdCl2(dppf) is followed by heating to 80° C. After 14 h, the reaction mixture is filtered through kieselguhr and evaporated to dryness. The crude product is purified by preparative HPLC. The pr... Reaction conditions: temperature 80 celsius, time 14 hour. Starting materials: Cl.N12C[C@@H](C(CC1)CC2)NC(=O)C=2SC1=C(C2)C=CC=C1Br (N-[(3R)-1-azabicyclo[2.2.2]oct-3-yl]-7-bromo-1-benzothiophene-2-carboxamide hydrochloride), OCC1=CC=C(C=C1)B(O)O (4-(hydroxymethyl)phenylboronic acid), C([O-])([O-])=O.[Na+].[Na+] (sodium carbonate). The solvent is CN(C)C=O (DMF). RXN SMILES: [ClH:1].[N:2]12[CH2:9][CH2:8][CH:5]([CH2:6][CH2:7]1)[C@@H:4]([NH:10][C:11]([C:13]1[S:14][C:15]3[C:21](Br)=[CH:20][CH:19]=[CH:18][C:16]=3[CH:17]=1)=[O:12])[CH2:3]2.[OH:23][CH2:24][C:25]1[CH:30]=[CH:29][C:28](B(O)O)=[CH:27][CH:26]=1.C(=O)([O-])[O-].[Na+].[Na+]>C1C=CC(P(C2C=CC=CC=2)[C-]2C=CC=C2)=CC=1.C1C=CC(P(C2C=CC=CC=2)[C-]2C=CC=C2)=CC=1.Cl[Pd]Cl.[Fe+2].CN(C=O)C>[ClH:1].[N:2]12[CH2:9][CH2:8][CH:5]([CH2:6][CH2:7]1)[C@@H:4]([NH:10][C:11]([C:13]1[S:14][C:15]3[C:21]([C:28]4[CH:29]=[CH:30][C:25]([CH2:24][OH:23])=[CH:26][CH:27]=4)=[CH:20][CH:19]=[CH:18][C:16]=3[CH:17]=1)=[O:12])[CH2:3]2 |f:0.1,3.4.5,6.7.8.9,11.12|. Reagents/catalysts: C1=CC=C(C=C1)P([C-]2C=CC=C2)C3=CC=CC=C3.C1=CC=C(C=C1)P([C-]2C=CC=C2)C3=CC=CC=C3.Cl[Pd]Cl.[Fe+2] (PdCl2(dppf)). Reactants: CCOC(=O)c1c(NC(=O)C23CC4CC(CC(C4)O2)C3)sc2c1C(C)OC2, CCO, Cl, [Li+], [OH-]. Yields the product CC1OCc2sc(NC(=O)C34CC5CC(CC(C5)O3)C4)c(C(=O)O)c21. Reaction SMILES: [CH3:1][CH:2]1[c:3]2[c:4]([s:7][c:8]([NH:15][C:16](=[O:17])[C:18]34[O:19][CH:20]5[CH2:21][CH:22]([CH2:23][CH:24]([CH2:25]3)[CH2:26]5)[CH2:27]4)[c:9]2[C:10](=[O:11])[O:12][CH2:13][CH3:14])[CH2:5][O:6]1.[CH3:31][CH2:32][OH:33].[ClH:30].[Li+:28].[OH-:29]>>[CH3:1][CH:2]1[c:3]2[c:4]([s:7][c:8]([NH:15][C:16](=[O:17])[C:18]34[O:19][CH:20]5[CH2:21][CH:22]([CH2:23][CH:24]([CH2:25]3)[CH2:26]5)[CH2:27]4)[c:9]2[C:10](=[O:11])[OH:12])[CH2:5][O:6]1. The reactants are CC1C(CNCC1)NP(OCC)(OCC)=O (diethyl 4-methylpiperidin-3-ylphosphoramidate), ClC1=C(C=NC=C1)[N+](=O)[O-] (4-chloro-3-nitropyridine), CCN(C(C)C)C(C)C (DIEA). Run in C(C)(C)O (isopropyl alcohol). Conditions: temperature 70 celsius. Yields the product CC1C(CN(CC1)C1=C(C=NC=C1)[N+](=O)[O-])NP(OCC)(OCC)=O (diethyl 4-methyl-1-(3-nitropyridin-4-yl)piperidin-3-ylphosphoramidate). Isolated yield 52.0%. As a reaction SMILES: [CH3:1][CH:2]1[CH2:7][CH2:6][NH:5][CH2:4][CH:3]1[NH:8][P:9](=[O:16])([O:13][CH2:14][CH3:15])[O:10][CH2:11][CH3:12].Cl[C:18]1[CH:23]=[CH:22][N:21]=[CH:20][C:19]=1[N+:24]([O-:26])=[O:25].CCN(C(C)C)C(C)C>C(O)(C)C>[CH3:1][CH:2]1[CH2:7][CH2:6][N:5]([C:18]2[CH:23]=[CH:22][N:21]=[CH:20][C:19]=2[N+:24]([O-:26])=[O:25])[CH2:4][CH:3]1[NH:8][P:9](=[O:16])([O:13][CH2:14][CH3:15])[O:10][CH2:11][CH3:12]. Reported procedure: To a solution of diethyl 4-methylpiperidin-3-ylphosphoramidate (1.0 equiv.) in isopropyl alcohol was added 4-chloro-3-nitropyridine (2.0 equiv.) and DIEA (1.1 equiv.). The reaction was heated to 70° C. for 18 h, then quenched with water and extracted with ethyl acetate. The organics were dried and concentrated under vacuo. The crude was purified via ISCO (ethyl acetate and hexanes) to yield diethyl 4-methyl-1-(3-nitropyridin-4-yl)piperidin-3-ylphosphoramidate in 52% yield. LCMS (m/z): 373.0 (MH+...